This data is from the Open Reaction Database (ORD), a public repository of structured organic reaction records. The task is: describe an organic reaction: reactants, conditions, products, and yield The reactants are CO, CCOC(=O)C1CCC(Cc2cc(Cl)n3nccc3n2)CC1, ClCCl, N. Yields the product CCOC(=O)C1CCC(Cc2cc(N)n3nccc3n2)CC1. As a reaction SMILES: [CH3:24][OH:25].[Cl:1][c:2]1[cH:3][c:4]([CH2:11][CH:12]2[CH2:13][CH2:14][CH:15]([C:18](=[O:19])[O:20][CH2:21][CH3:22])[CH2:16][CH2:17]2)[n:5][c:6]2[n:7]1[n:8][cH:9][cH:10]2.[Cl:26][CH2:27][Cl:28].[NH3:23]>>[c:2]1([NH2:23])[cH:3][c:4]([CH2:11][CH:12]2[CH2:13][CH2:14][CH:15]([C:18](=[O:19])[O:20][CH2:21][CH3:22])[CH2:16][CH2:17]2)[n:5][c:6]2[n:7]1[n:8][cH:9][cH:10]2.